describe an organic reaction: reactants, conditions, products, and yield From a dataset of the Open Reaction Database (ORD), a public repository of structured organic reaction records. Starting materials: C(C)OC(=O)C1(CC1)C1=CC=C(C=C1)C1=CC=C(C=C1)C1=C(C(=NO1)C)N (1-[4′-(4-amino-3-methyl-isoxazol-5-yl)-biphenyl-4-yl]-cyclopropanecarboxylic acid ethyl ester), ClC1=C(CS(=O)(=O)Cl)C=CC=C1 (2-chlorobenzylsulfonyl chloride). Yields the product C(C)OC(=O)C1(CC1)C1=CC=C(C=C1)C1=CC=C(C=C1)C1=C(C(=NO1)C)NS(=O)(=O)CC1=C(C=CC=C1)Cl (1-{4′-[4-(2-Chloro-phenylmethanesulfonylamino)-3-methyl-isoxazol-5-yl]-biphenyl-4-yl}-cyclopropanecarboxylic acid ethyl ester). RXN SMILES: [CH2:1]([O:3][C:4]([C:6]1([C:9]2[CH:14]=[CH:13][C:12]([C:15]3[CH:20]=[CH:19][C:18]([C:21]4[O:25][N:24]=[C:23]([CH3:26])[C:22]=4[NH2:27])=[CH:17][CH:16]=3)=[CH:11][CH:10]=2)[CH2:8][CH2:7]1)=[O:5])[CH3:2].[Cl:28][C:29]1[CH:39]=[CH:38][CH:37]=[CH:36][C:30]=1[CH2:31][S:32](Cl)(=[O:34])=[O:33]>>[CH2:1]([O:3][C:4]([C:6]1([C:9]2[CH:10]=[CH:11][C:12]([C:15]3[CH:20]=[CH:19][C:18]([C:21]4[O:25][N:24]=[C:23]([CH3:26])[C:22]=4[NH:27][S:32]([CH2:31][C:30]4[CH:36]=[CH:37][CH:38]=[CH:39][C:29]=4[Cl:28])(=[O:33])=[O:34])=[CH:17][CH:16]=3)=[CH:13][CH:14]=2)[CH2:8][CH2:7]1)=[O:5])[CH3:2]. Procedure: Prepared according to the procedure described in Example 3, Step 7, using 1-[4′-(4-amino-3-methyl-isoxazol-5-yl)-biphenyl-4-yl]-cyclopropanecarboxylic acid ethyl ester and 2-chlorobenzylsulfonyl chloride. Starting materials: OC1=C(C=C(C(=O)OC)C=C1)I (Methyl 4-hydroxy-3-iodobenzoate), [H-].[Na+] (sodium hydride), CN(C)C=O (DMF). Reaction conditions: time 16 hour. The product is C(#N)C=1C=C(C(=O)OC)C=CC1O (Methyl 3-cyano-4-hydroxybenzoate). RXN SMILES: [OH:1][C:2]1[CH:11]=[CH:10][C:5]([C:6]([O:8][CH3:9])=[O:7])=[CH:4][C:3]=1I.[H-].[Na+].[CH3:15][N:16](C=O)C>>[C:15]([C:3]1[CH:4]=[C:5]([CH:10]=[CH:11][C:2]=1[OH:1])[C:6]([O:8][CH3:9])=[O:7])#[N:16] |f:1.2|. Procedure details: A solution of compound 2 (6.46 g, 24.1 mmol) in DMF (30 mL) was treated with sodium hydride (1.94 g of 60% dispersion in mineral oil, 48.6 mmol) portionwise at room temperature. The resulting mixture was stirred at room temperature for 16 hours and then partitioned between water (100 mL) and EtOAc (350 mL). The layers were separated, and the organic layer was washed with water (4×150 mL). The organic phase was dried (Na2SO4) and concentrated to a white solid. Compound 3 (5.56 g, 24.0 mmol, quant...